From a dataset of the Open Reaction Database (ORD), a public repository of structured organic reaction records. describe an organic reaction: reactants, conditions, products, and yield The reactants are C(CCC)N1CCN(CC1)CCNC(=O)C1=NN(C2=CC=CC=C12)CCC (N-[2-(4-n-butyl-1-piperazinyl)-ethyl]-1-n-propylindazole-3-carboxamide), COC=1C=CC(=CC1)P2(=S)SP(=S)(S2)C=3C=CC(=CC3)OC (Lawesson reagent). The solvent is C(Cl)(Cl)Cl (chloroform), C1(=CC=CC=C1)C (toluene). The product is C(CCC)N1CCN(CC1)CCNC(=S)C1=NN(C2=CC=CC=C12)CCC (N-[2-(4-n-Butyl-1-piperazinyl)ethyl]-1-n-propylindazole-3-thiocarboxamide). Isolated yield 88.5%. Reaction SMILES: [CH2:1]([N:5]1[CH2:10][CH2:9][N:8]([CH2:11][CH2:12][NH:13][C:14]([C:16]2[C:24]3[C:19](=[CH:20][CH:21]=[CH:22][CH:23]=3)[N:18]([CH2:25][CH2:26][CH3:27])[N:17]=2)=O)[CH2:7][CH2:6]1)[CH2:2][CH2:3][CH3:4].COC1C=CC(P2(SP(C3C=CC(OC)=CC=3)(=S)S2)=[S:37])=CC=1>C1(C)C=CC=CC=1.C(Cl)(Cl)Cl>[CH2:1]([N:5]1[CH2:10][CH2:9][N:8]([CH2:11][CH2:12][NH:13][C:14]([C:16]2[C:24]3[C:19](=[CH:20][CH:21]=[CH:22][CH:23]=3)[N:18]([CH2:25][CH2:26][CH3:27])[N:17]=2)=[S:37])[CH2:7][CH2:6]1)[CH2:2][CH2:3][CH3:4]. Reported procedure: To a solution of N-[2-(4-n-butyl-1-piperazinyl)-ethyl]-1-n-propylindazole-3-carboxamide (0.39 g) obtained in Example 3 in toluene (10 ml) was added Lawesson reagent (0.64 g) at room temperature, and the mixture was heated under reflux for one hour. The reaction solution was cooled to room temperature, diluted with chloroform (50 ml), and then washed with saturated aqueous sodium hydrogencarbonate (50 ml). The organic layer was dried over anhydrous sodium sulfate, and concentrated under reduced p... The reactants are [Si](C)(C)(C(C)(C)C)O[C@H](/C=C/[C@@H]1[C@H](C(C[C@H]1O[Si](C)(C)C(C)(C)C)=O)C\C=C/CCCC(=O)OC(C)C)CCC1=CC=CC=C1 (Isopropyl (Z)-7-((1R,2R,3R)-2-((3S,E)-3-(tert-butyldimethylsilyloxy)-5-phenyl-pent-1-enyl)-3-(tert-butyldimethylsilyloxy)-5-oxo-cyclopentyl)-hept-5-enoate), CCC([BH-](C(CC)C)C(CC)C)C.[Li+] (L-selectride), [Na+].[Cl-] (NaCl), OO (H2O2). The solvent is C1CCOC1 (THF), C1CCOC1 (THF). The product is [Si](C)(C)(C(C)(C)C)O[C@H](/C=C/[C@@H]1[C@H]([C@H](C[C@H]1O[Si](C)(C)C(C)(C)C)O)C\C=C/CCCC(=O)OC(C)C)CCC1=CC=CC=C1 (Isopropyl (Z)-7-((1R,2R,3R,5S)-2-((3S,E)-3-(tert-butyldimethylsilyloxy)-5-phenyl-pent-1-enyl)-3-(tert-butyldimethylsilyloxy)-5-hydroxy-cyclopentyl)-hept-5-enoate). Yield: 30.0%. RXN SMILES: [Si:1]([O:8][C@@H:9]([CH2:38][CH2:39][C:40]1[CH:45]=[CH:44][CH:43]=[CH:42][CH:41]=1)/[CH:10]=[CH:11]/[C@H:12]1[C@H:16]([O:17][Si:18]([C:21]([CH3:24])([CH3:23])[CH3:22])([CH3:20])[CH3:19])[CH2:15][C:14](=[O:25])[C@@H:13]1[CH2:26]/[CH:27]=[CH:28]\[CH2:29][CH2:30][CH2:31][C:32]([O:34][CH:35]([CH3:37])[CH3:36])=[O:33])([C:4]([CH3:7])([CH3:6])[CH3:5])([CH3:3])[CH3:2].CCC(C)[BH-](C(C)CC)C(C)CC.[Li+].OO.[Na+].[Cl-]>C1COCC1>[Si:1]([O:8][C@@H:9]([CH2:38][CH2:39][C:40]1[CH:41]=[CH:42][CH:43]=[CH:44][CH:45]=1)/[CH:10]=[CH:11]/[C@H:12]1[C@H:16]([O:17][Si:18]([C:21]([CH3:22])([CH3:23])[CH3:24])([CH3:19])[CH3:20])[CH2:15][C@H:14]([OH:25])[C@@H:13]1[CH2:26]/[CH:27]=[CH:28]\[CH2:29][CH2:30][CH2:31][C:32]([O:34][CH:35]([CH3:37])[CH3:36])=[O:33])([C:4]([CH3:5])([CH3:6])[CH3:7])([CH3:3])[CH3:2] |f:1.2,4.5|. Procedure: To a cold solution of crude compound 10b (about 400 g) prepared in EXAMPLE 19 in THF (1.2 L) was added a solution of L-selectride in THF (1 M, 400 mL) with stirring. 30% H2O2 (150 mL) was added at −30° C., the mixture was warmed and then stirred for 0.5 h. Saturated aqueous NaCl (1400 mL) was added and the mixture was extracted twice with MTBE (1 L each), concentrated under reduced pressure. The crude product was purified by column chromatography to give about 120.5 g of compound (11b). The reactants are N1=C(C=CC=C1N)C=1C=NC=CC1 ([2,3′]Bipyridinyl-6-ylamine), C(=O)C1=CC=C(C(=O)OC)C=C1 (methyl 4-formylbenzoate), C1(=CC=CC=C1)[SiH3] (phenylsilane). Reagents/catalysts: C(CCC)[Sn](CCCC)(Cl)Cl (dibutyl tin dichloride). Run in C1CCOC1 (THF). Run at time 4.5 day. Product: N1=C(C=CC=C1NCC1=CC=C(C(=O)OC)C=C1)C=1C=NC=CC1 (Methyl 4-([2,3′]bipyridinyl-6-ylaminomethyl)-benzoate). The yield is 98.3%. Reaction SMILES: [N:1]1[C:6]([NH2:7])=[CH:5][CH:4]=[CH:3][C:2]=1[C:8]1[CH:9]=[N:10][CH:11]=[CH:12][CH:13]=1.[CH:14]([C:16]1[CH:25]=[CH:24][C:19]([C:20]([O:22][CH3:23])=[O:21])=[CH:18][CH:17]=1)=O.C1([SiH3])C=CC=CC=1>C1COCC1.C([Sn](Cl)(Cl)CCCC)CCC>[N:1]1[C:6]([NH:7][CH2:14][C:16]2[CH:25]=[CH:24][C:19]([C:20]([O:22][CH3:23])=[O:21])=[CH:18][CH:17]=2)=[CH:5][CH:4]=[CH:3][C:2]=1[C:8]1[CH:9]=[N:10][CH:11]=[CH:12][CH:13]=1. Procedure details: To a stirred suspension of a mixture of 11 (3.00 g, 17.52 mmol), methyl 4-formylbenzoate (4.62 g, 28.11 mmol, 1.5-2.0 equiv.) and dibutyl tin dichloride 160 mg, 0.53 mmol) in anhydrous THF (15 mL) at room temperature was added phenylsilane (2.34 mL, 19.28 mmol) in three portions over two days. After stirring for 2 to 7 days the reaction mixture was filtered, filtrate was concentrated and purified by flash chromatography on silica gel (MeOH/CH2Cl2, 2/98→10/90) to afford the title compound 12 (5.5... Reactants: C(C)OC(=O)C1=CN(CC(C2=C1NC=1C=CC=CC21)=O)C(C2=CC=C(C=C2)F)=O (3-(4-fluorobenzoyl)-1-oxo-1,2,3,6-tetrahydroazepino[4,5-b]indole-5-carboxylic acid ethyl ester), [OH-].[NH4+] (ammonium hydroxide), [BH3-]C#N.[Na+] (NaBH3CN). Run in CCO (EtOH), CC(=O)O (AcOH). Reaction conditions: temperature 20 celsius, time 8 hour. The product is C(C)OC(=O)C1=CN(CC(C2=C1NC=1C=CC=CC21)O)C(C2=CC=C(C=C2)F)=O (3-(4-Fluorobenzoyl)-1-Hydroxy-1,2,3,6-Tetrahydroazepino[4,5-b]Indole-5-Carboxylic Acid Ethyl Ester). The yield is 57.0%. RXN SMILES: [CH2:1]([O:3][C:4]([C:6]1[C:12]2[NH:13][C:14]3[CH:15]=[CH:16][CH:17]=[CH:18][C:19]=3[C:11]=2[C:10](=[O:20])[CH2:9][N:8]([C:21](=[O:29])[C:22]2[CH:27]=[CH:26][C:25]([F:28])=[CH:24][CH:23]=2)[CH:7]=1)=[O:5])[CH3:2].[BH3-]C#N.[Na+].[OH-].[NH4+]>CCO.CC(O)=O>[CH2:1]([O:3][C:4]([C:6]1[C:12]2[NH:13][C:14]3[CH:15]=[CH:16][CH:17]=[CH:18][C:19]=3[C:11]=2[CH:10]([OH:20])[CH2:9][N:8]([C:21](=[O:29])[C:22]2[CH:27]=[CH:26][C:25]([F:28])=[CH:24][CH:23]=2)[CH:7]=1)=[O:5])[CH3:2] |f:1.2,3.4|. Procedure: To a suspension of 3-(4-fluorobenzoyl)-1-oxo-1,2,3,6-tetrahydroazepino[4,5-b]indole-5-carboxylic acid ethyl ester (784 mg, 2 mmol) in EtOH (11 mL) and AcOH (3 mL) was added NaBH3CN (500 mg, 8 mmol) and the mixture was stirred at 20° C. overnight. It was then basified with 28% ammonium hydroxide and extracted with DCM. The combined organic layer was washed with water and dried over MgSO4. Evaporation of solvent gave a crude product, which was purified by column chromography on silica gel and elut... Reactants: COC(=O)CBr, Cc1c(Cc2ccc(C(=O)C(C)(C)C)cc2)c(=O)[nH]c2c(Cl)ccc(O)c12. The product is COC(=O)COc1ccc(Cl)c2[nH]c(=O)c(Cc3ccc(C(=O)C(C)(C)C)cc3)c(C)c12. As a reaction SMILES: [CH3:28][O:29][C:30]([CH2:31][Br:32])=[O:33].[Cl:1][c:2]1[cH:3][cH:4][c:5]([OH:27])[c:6]2[c:7]([CH3:26])[c:8]([CH2:13][c:14]3[cH:15][cH:16][c:17]([C:20]([C:21]([CH3:22])([CH3:23])[CH3:24])=[O:25])[cH:18][cH:19]3)[c:9](=[O:12])[nH:10][c:11]12>>[Cl:1][c:2]1[cH:3][cH:4][c:5]([O:27][CH2:31][C:30]([O:29][CH3:28])=[O:33])[c:6]2[c:7]([CH3:26])[c:8]([CH2:13][c:14]3[cH:15][cH:16][c:17]([C:20]([C:21]([CH3:22])([CH3:23])[CH3:24])=[O:25])[cH:18][cH:19]3)[c:9](=[O:12])[nH:10][c:11]12. Starting materials: CC(C)(C)OC(=O)NC1CCN(CC2=CCCCC2)C1, CCO, Cl, [Na+], [OH-]. Yields the product NC1CCN(CC2=CCCCC2)C1. As a reaction SMILES: [C:1]1([CH2:7][N:8]2[CH2:9][CH:10]([NH:13][C:14](=[O:15])[O:16][C:17]([CH3:18])([CH3:19])[CH3:20])[CH2:11][CH2:12]2)=[CH:2][CH2:3][CH2:4][CH2:5][CH2:6]1.[CH3:24][CH2:25][OH:26].[ClH:21].[Na+:23].[OH-:22]>>[C:1]1([CH2:7][N:8]2[CH2:9][CH:10]([NH2:13])[CH2:11][CH2:12]2)=[CH:2][CH2:3][CH2:4][CH2:5][CH2:6]1. Starting materials: ( a ), BrCC(=O)N(C)C (2-bromo-N,N-dimethylacetamide), BrCC(=O)N1CCOCC1 (4-(2-bromo-1-oxoethyl)morpholine), C1(=CC=CC=C1)[C@H](C)N ((S)-1-phenylethylamine), C1(CCCCC1)CN ((cyclohexylmethyl)amine). Product: C1(CCCCC1)CNCC(=O)N1CCOCC1 (4-{2-[(cyclohexylmethyl)amino]-1-oxoethyl}morpholine). As a reaction SMILES: [C:1]1([C@@H:7]([NH2:9])C)[CH:6]=[CH:5][CH:4]=[CH:3][CH:2]=1.C1(CN)CCCCC1.BrCC(N(C)C)=O.Br[CH2:26][C:27]([N:29]1[CH2:34][CH2:33][O:32][CH2:31][CH2:30]1)=[O:28]>>[CH:1]1([CH2:7][NH:9][CH2:26][C:27]([N:29]2[CH2:34][CH2:33][O:32][CH2:31][CH2:30]2)=[O:28])[CH2:2][CH2:3][CH2:4][CH2:5][CH2:6]1. Procedure: By following the procedure of section (a) of this example but replacing (S)-1-phenylethylamine with twice the equivalent amount of (cyclohexylmethyl)amine and replacing 2-bromo-N,N-dimethylacetamide with an equivalent amount of 4-(2-bromo-1-oxoethyl)morpholine, 4-{2-[(cyclohexylmethyl)amino]-1-oxoethyl}morpholine [1H NMR(CDCl3) δ3.76-3.54 (m,3H), 3.43-3.33 (m,4H), 2.45 (d, J=6.6 Hz,2H), 2.41 (broad s,1H), 1.84-0.84 (m,11H)] was obtained.